The task is: describe an organic reaction: reactants, conditions, products, and yield. This data is from the Open Reaction Database (ORD), a public repository of structured organic reaction records. Starting materials: CC=1C(=C2CCC(C(C2=CC1OCCC)=O)=CC=1C=NC=CC1)OCCC (6-methyl-5,7-dipropoxy-2-pyridin-3-ylmethlene-3,4-dihydro-2H-naphthalen-1-one), [H][H] (hydrogen). Reagents/catalysts: [Pd] (palladium on carbon). Run in CO (methanol). Yields the product CC=1C(=C2CCC(C(C2=CC1OCCC)=O)CC=1C=NC=CC1)OCCC (6-Methyl-5,7-dipropoxy-2-(pyridin-3-ylmethyl)-1,2,3,4-tetrahydronaphthalen-1-one). The yield is 68.5%. RXN SMILES: [CH3:1][C:2]1[C:3]([O:24][CH2:25][CH2:26][CH3:27])=[C:4]2[C:9](=[CH:10][C:11]=1[O:12][CH2:13][CH2:14][CH3:15])[C:8](=[O:16])[C:7](=[CH:17][C:18]1[CH:19]=[N:20][CH:21]=[CH:22][CH:23]=1)[CH2:6][CH2:5]2.[H][H]>[Pd].CO>[CH3:1][C:2]1[C:3]([O:24][CH2:25][CH2:26][CH3:27])=[C:4]2[C:9](=[CH:10][C:11]=1[O:12][CH2:13][CH2:14][CH3:15])[C:8](=[O:16])[CH:7]([CH2:17][C:18]1[CH:19]=[N:20][CH:21]=[CH:22][CH:23]=1)[CH2:6][CH2:5]2. Reported procedure: A mixture of Compound 25 (3.96 g, 10.8 mmol) and 10% palladium on carbon (600 mg) in abs. methanol (100 mL) was hydrogenated at 1 atm for 12 hr. The hydrogen was replaced with nitrogen, the reaction was filtered and concentrated in vacuo. Chromatography of the residue on silica gel (elution with 20% ethyl acetate:hexanes) provided 2.72 g of Compound 26. Starting materials: O[C@@H]([C@@H](C(=O)N1C(OC[C@@H]1CC1=CC=CC=C1)=O)OCC)C=1C=CC2=C(C=C[C@H](O2)CC2=CC=C(C=C2)OCC2=CC=CC=C2)C1 ((R)-6-{(1R,2S)-1-Hydroxy-2-ethoxy-3-[(S)-4-benzyl-2-oxo-3-oxazolidinyl]-3-oxopropyl}-2-(4-benzyloxybenzyl)-2H-benzopyran), C(C)[SiH](CC)CC (triethylsilane). The solvent is FC(C(=O)O)(F)F (trifluoroacetic acid). Product: C(C)O[C@@H](CC=1C=CC2=C(C=C[C@H](O2)CC2=CC=C(C=C2)OCC2=CC=CC=C2)C1)C(=O)N1C(OC[C@@H]1CC1=CC=CC=C1)=O ((R)-6-{(S)-2-Ethoxy-3-[(S)-4-benzyl-2-oxo-3-oxazolidinyl]-3-oxopropyl}-2-(4-benzyloxybenzyl)-2H-benzopyran). The yield is 47.6%. RXN SMILES: O[C@H:2]([C:22]1[CH:23]=[CH:24][C:25]2[O:30][C@H:29]([CH2:31][C:32]3[CH:37]=[CH:36][C:35]([O:38][CH2:39][C:40]4[CH:45]=[CH:44][CH:43]=[CH:42][CH:41]=4)=[CH:34][CH:33]=3)[CH:28]=[CH:27][C:26]=2[CH:46]=1)[C@H:3]([O:19][CH2:20][CH3:21])[C:4]([N:6]1[C@@H:10]([CH2:11][C:12]2[CH:17]=[CH:16][CH:15]=[CH:14][CH:13]=2)[CH2:9][O:8][C:7]1=[O:18])=[O:5].C([SiH](CC)CC)C>FC(F)(F)C(O)=O>[CH2:20]([O:19][C@H:3]([C:4]([N:6]1[C@@H:10]([CH2:11][C:12]2[CH:13]=[CH:14][CH:15]=[CH:16][CH:17]=2)[CH2:9][O:8][C:7]1=[O:18])=[O:5])[CH2:2][C:22]1[CH:23]=[CH:24][C:25]2[O:30][C@H:29]([CH2:31][C:32]3[CH:33]=[CH:34][C:35]([O:38][CH2:39][C:40]4[CH:45]=[CH:44][CH:43]=[CH:42][CH:41]=4)=[CH:36][CH:37]=3)[CH:28]=[CH:27][C:26]=2[CH:46]=1)[CH3:21]. Procedure: (R)-6-{(1R,2S)-1-Hydroxy-2-ethoxy-3-[(S)-4-benzyl-2-oxo-3-oxazolidinyl]-3-oxopropyl}-2-(4-benzyloxybenzyl)-2H-benzopyran (18.8 g, 31 mmol) was dissolved in trifluoroacetic acid (200 ml) and triethylsilane (49 ml, 0.31 mol) was added. After 45 minutes the volatile components were evaporated and the oily residue was triturated with isopropyl alcohol. The product was purified by flash-chromatography (hexanes/ethyl acetate, 2:1) and obtained as a thick oil (8.9 g). Starting materials: CC=1C=CN2N=C(N(C(C21)=O)C2=CC=CC=C2)[C@H](C)NC=2C1=C(N=CN2)N(C=C1SC=1C=C(C=CC1)NS(=O)(=O)C)COCC[Si](C)(C)C ((S)—N-(3-((4-((1-(5-Methyl-4-oxo-3-phenyl-3,4-dihydropyrrolo[2,1-f][1,2,4]triazin-2-yl)ethyl)amino)-7-((2-(trimethylsilyl)ethoxy)methyl)-7H-pyrrolo[2,3-d]pyrimidin-5-yl)thio)phenyl)methanesulfonamide), FC(C(=O)O)(F)F (trifluoroacetic acid), N (ammonia). Product: CC=1C=CN2N=C(N(C(C21)=O)C2=CC=CC=C2)[C@H](C)NC=2C1=C(N=CN2)NC=C1SC=1C=C(C=CC1)NS(=O)(=O)C ((S)—N-(3-((4-((1-(5-Methyl-4-oxo-3-phenyl-3,4-dihydropyrrolo[2,1-f][1,2,4]triazin-2-yl)ethyl)amino)-7H-pyrrolo[2,3-d]pyrimidin-5-yl)thio)phenyl)methanesulfonamide). Isolated yield 51.1%. RXN SMILES: [CH3:1][C:2]1[CH:3]=[CH:4][N:5]2[C:10]=1[C:9](=[O:11])[N:8]([C:12]1[CH:17]=[CH:16][CH:15]=[CH:14][CH:13]=1)[C:7]([C@@H:18]([NH:20][C:21]1[C:22]3[C:29]([S:30][C:31]4[CH:32]=[C:33]([NH:37][S:38]([CH3:41])(=[O:40])=[O:39])[CH:34]=[CH:35][CH:36]=4)=[CH:28][N:27](COCC[Si](C)(C)C)[C:23]=3[N:24]=[CH:25][N:26]=1)[CH3:19])=[N:6]2.FC(F)(F)C(O)=O.N>>[CH3:1][C:2]1[CH:3]=[CH:4][N:5]2[C:10]=1[C:9](=[O:11])[N:8]([C:12]1[CH:13]=[CH:14][CH:15]=[CH:16][CH:17]=1)[C:7]([C@@H:18]([NH:20][C:21]1[C:22]3[C:29]([S:30][C:31]4[CH:32]=[C:33]([NH:37][S:38]([CH3:41])(=[O:40])=[O:39])[CH:34]=[CH:35][CH:36]=4)=[CH:28][NH:27][C:23]=3[N:24]=[CH:25][N:26]=1)[CH3:19])=[N:6]2. Procedure details: (S)—N-(3-((4-((1-(5-Methyl-4-oxo-3-phenyl-3,4-dihydropyrrolo[2,1-f][1,2,4]triazin-2-yl)ethyl)amino)-7-((2-(trimethylsilyl)ethoxy)methyl)-7H-pyrrolo[2,3-d]pyrimidin-5-yl)thio)phenyl)methanesulfonamide (10 mg, 0.01 mmol) was treated with trifluoroacetic acid (1 ml, 14 mmol) and a solution of ammonia (7N in methanol, 1 ml, 59 mmol) according to the method described in Example 27 to give 3 mg (37% yield) of the title compound as a white solid. Purity 99%. Reactants: CN(C)C(=O)Oc1ccc(CCNC(=O)N2CCC(Nc3ccc(CCNCC(O)COc4ccc(O[Si](c5ccccc5)(c5ccccc5)C(C)(C)C)cc4)cc3)CC2)cc1, CO, ClC(Cl)Cl. The product is CN(C)C(=O)Oc1ccc(CCNC(=O)N2CCC(Nc3ccc(CCNCC(O)COc4ccc(O)cc4)cc3)CC2)cc1. As a reaction SMILES: [CH3:1][N:2]([C:3]([O:4][c:5]1[cH:6][cH:7][c:8]([CH2:11][CH2:12][NH:13][C:14](=[O:15])[N:16]2[CH2:17][CH2:18][CH:19]([NH:22][c:23]3[cH:24][cH:25][c:26]([CH2:29][CH2:30][NH:31][CH2:32][CH:33]([CH2:34][O:35][c:36]4[cH:37][cH:38][c:39]([O:42][Si:43]([C:44]([CH3:45])([CH3:46])[CH3:47])([c:48]5[cH:49][cH:50][cH:51][cH:52][cH:53]5)[c:54]5[cH:55][cH:56][cH:57][cH:58][cH:59]5)[cH:40][cH:41]4)[OH:60])[cH:27][cH:28]3)[CH2:20][CH2:21]2)[cH:9][cH:10]1)=[O:61])[CH3:62].[CH3:63][OH:64].[CH:65]([Cl:66])([Cl:67])[Cl:68]>>[CH3:1][N:2]([C:3]([O:4][c:5]1[cH:6][cH:7][c:8]([CH2:11][CH2:12][NH:13][C:14](=[O:15])[N:16]2[CH2:17][CH2:18][CH:19]([NH:22][c:23]3[cH:24][cH:25][c:26]([CH2:29][CH2:30][NH:31][CH2:32][CH:33]([CH2:34][O:35][c:36]4[cH:37][cH:38][c:39]([OH:42])[cH:40][cH:41]4)[OH:60])[cH:27][cH:28]3)[CH2:20][CH2:21]2)[cH:9][cH:10]1)=[O:61])[CH3:62]. The reactants are O=C(CC(=O)OC)C (methyl 3-oxobutanoate), [N+](=O)([O-])/C=C/C1=CC=CC2=CC=CC=C12 (1-[(E)-2-nitroethenyl]naphthalene), C[O-].[Na+] (sodium methoxide), C(C)OC(C)=O.CCCCCC (ethylacetate hexane). Run in CO (methanol), CO (methanol), N (ammonia). Reaction conditions: temperature 0 celsius, time 2 hour. Yields the product COC(=O)C1=C(NC=C1C1=CC=CC2=CC=CC=C12)C (3-methoxycarbonyl-2-methyl-4-(naphthalen-1-yl)-1H-pyrrole). The yield is 59.8%. Reaction SMILES: O=[C:2]([CH3:8])[CH2:3][C:4]([O:6][CH3:7])=[O:5].[N+:9](/[CH:12]=[CH:13]/[C:14]1[C:23]2[C:18](=[CH:19][CH:20]=[CH:21][CH:22]=2)[CH:17]=[CH:16][CH:15]=1)([O-])=O.C[O-].[Na+].C(OC(=O)C)C.CCCCCC>CO.N>[CH3:7][O:6][C:4]([C:3]1[C:13]([C:14]2[C:23]3[C:18](=[CH:19][CH:20]=[CH:21][CH:22]=3)[CH:17]=[CH:16][CH:15]=2)=[CH:12][NH:9][C:2]=1[CH3:8])=[O:5] |f:2.3,4.5|. Procedure: 0.69 g(5.9 mmol) of methyl 3-oxobutanoate and 1.08 g(5.9 mmol) of 1-[(E)-2-nitroethenyl]naphthalene were added to 2.37 ml of 0.5M sodium methoxide in methanol, and the resulting mixture was stirred for 2 hours at 0° C. The reaction solution was diluted with 10 ml of cold methanol, through which ammonia gas was passed. Reaction was carried out for 12 hours at 0° C. under stirring. After reaction was completed, the solvent was removed under reduced pressure and the residue was subjected to column ... Starting materials: BrC=1C(=NC=C(C(=O)NC2=CC=C(C=C2)OC(F)(F)F)C1)N1CC(C1)O (5-bromo-6-(3-hydroxyazetidin-1-yl)-N-(4-(trifluoromethoxy)phenyl)nicotinamide), CC1=NN(C(=C1)B1OC(C(O1)(C)C)(C)C)C1OCCCC1 (3-methyl-1-(tetrahydro-2H-pyran-2-yl)-5-(4,4,5,5-tetramethyl-1,3,2-dioxaborolan-2-yl)-1H-pyrazole). Product: OC1CN(C1)C1=NC=C(C(=O)NC2=CC=C(C=C2)OC(F)(F)F)C=C1C1=CC(=NN1)C (6-(3-Hydroxyazetidin-1-yl)-5-(3-methyl-1H-pyrazol-5-yl)-N-(4-(trifluoromethoxy)phenyl)nicotinamide). As a reaction SMILES: Br[C:2]1[C:3]([N:22]2[CH2:25][CH:24]([OH:26])[CH2:23]2)=[N:4][CH:5]=[C:6]([CH:21]=1)[C:7]([NH:9][C:10]1[CH:15]=[CH:14][C:13]([O:16][C:17]([F:20])([F:19])[F:18])=[CH:12][CH:11]=1)=[O:8].[CH3:27][C:28]1[CH:32]=[C:31](B2OC(C)(C)C(C)(C)O2)[N:30](C2CCCCO2)[N:29]=1>>[OH:26][CH:24]1[CH2:25][N:22]([C:3]2[C:2]([C:31]3[NH:30][N:29]=[C:28]([CH3:27])[CH:32]=3)=[CH:21][C:6]([C:7]([NH:9][C:10]3[CH:15]=[CH:14][C:13]([O:16][C:17]([F:20])([F:19])[F:18])=[CH:12][CH:11]=3)=[O:8])=[CH:5][N:4]=2)[CH2:23]1. Reported procedure: The title compound was prepared in an analogous fashion to that described in Example 37 using 5-bromo-6-(3-hydroxyazetidin-1-yl)-N-(4-(trifluoromethoxy)phenyl)nicotinamide (Stage 37.1) and 3-methyl-1-(tetrahydro-2H-pyran-2-yl)-5-(4,4,5,5-tetramethyl-1,3,2-dioxaborolan-2-yl)-1H-pyrazole (Stage 41.1) to afford a white lyophilizate. HPLC (Condition 7) tR=5.50 min, UPLC-MS (Condition 3) tR=0.89 min, m/z=434.2 [M+H]+; 1H-NMR (400 MHz, DMSO-d6) δ ppm 2.29 (s, 3H) 3.59-3.67 (m, 2H) 3.99-4.08 (m, 2H) 4.... Starting materials: [BH4-], CC(=O)O, CC(=O)O, CO, CN1CCN(C2CCC(n3nc(-c4ccc(NCC(=O)c5ccccc5)cc4)c4c(N)ncnc43)CC2)CC1, [Na+]. Product: CC(=O)O, CC(=O)O, CN1CCN(C2CCC(n3nc(-c4ccc(NCC(O)c5ccccc5)cc4)c4c(N)ncnc43)CC2)CC1. RXN SMILES: [BH4-:48].[C:1]([CH3:2])(=[O:3])[OH:4].[C:5]([CH3:6])(=[O:7])[OH:8].[CH3:50][OH:51].[NH2:9][c:10]1[c:11]2[c:12]([n:13][cH:14][n:15]1)[n:16]([CH:35]1[CH2:36][CH2:37][CH:38]([N:41]3[CH2:42][CH2:43][N:44]([CH3:47])[CH2:45][CH2:46]3)[CH2:39][CH2:40]1)[n:17][c:18]2-[c:19]1[cH:20][cH:21][c:22]([NH:23][CH2:24][C:25](=[O:26])[c:27]2[cH:28][cH:29][cH:30][cH:31][cH:32]2)[cH:33][cH:34]1.[Na+:49]>>[C:1]([CH3:2])(=[O:3])[OH:4].[C:5]([CH3:6])(=[O:7])[OH:8].[NH2:9][c:10]1[c:11]2[c:12]([n:13][cH:14][n:15]1)[n:16]([CH:35]1[CH2:36][CH2:37][CH:38]([N:41]3[CH2:42][CH2:43][N:44]([CH3:47])[CH2:45][CH2:46]3)[CH2:39][CH2:40]1)[n:17][c:18]2-[c:19]1[cH:20][cH:21][c:22]([NH:23][CH2:24][CH:25]([OH:26])[c:27]2[cH:28][cH:29][cH:30][cH:31][cH:32]2)[cH:33][cH:34]1. The reactants are FC1(C[C@@H](CC1)[C@](C(=O)OC1CCN(CC1)C(=O)OC(C)(C)C)(C1=CC=CC=C1)O)F (t-butyl 4-((2R)-2-((1R)-3,3-difluorocyclopentyl)-2-hydroxy-2-phenylethanoyloxy)tetrahydropyridine-1(2H)-carboxylate). The solvent is Cl.CO (hydrochloric acid methanol). Conditions: time 12 hour. Product: FC1(C[C@@H](CC1)[C@](C(=O)OC1CCNCC1)(C1=CC=CC=C1)O)F (piperidin-4-yl (2R)-((1R)-3,3-difluorocyclopentyl)-2-hydroxy-2-phenylethanoate). RXN SMILES: [F:1][C:2]1([F:31])[CH2:6][CH2:5][C@@H:4]([C@@:7]([OH:30])([C:24]2[CH:29]=[CH:28][CH:27]=[CH:26][CH:25]=2)[C:8]([O:10][CH:11]2[CH2:16][CH2:15][N:14](C(OC(C)(C)C)=O)[CH2:13][CH2:12]2)=[O:9])[CH2:3]1>Cl.CO>[F:31][C:2]1([F:1])[CH2:6][CH2:5][C@@H:4]([C@@:7]([OH:30])([C:24]2[CH:25]=[CH:26][CH:27]=[CH:28][CH:29]=2)[C:8]([O:10][CH:11]2[CH2:12][CH2:13][NH:14][CH2:15][CH2:16]2)=[O:9])[CH2:3]1 |f:1.2|. Procedure: 162 Milligrams of t-butyl 4-((2R)-2-((1R)-3,3-difluorocyclopentyl)-2-hydroxy-2-phenylethanoyloxy)tetrahydropyridine-1(2H)-carboxylate was dissolved in 5 ml of 10% hydrochloric acid-methanol, stirred for 12 hours, and the solvent was distilled off under reduced pressure. The residue was diluted with water, washed with diethyl ether and a saturated aqueous sodium hydrogencarbonate solution was added to the aqueous layer to render it alkaline. Following an extraction with ethyl acetate, the organic...